From a dataset of the Open Reaction Database (ORD), a public repository of structured organic reaction records. describe an organic reaction: reactants, conditions, products, and yield Reactants: FC=1C=C(C=C(C1)F)CC(=O)N[C@@H](C)C(=O)O (N-(3,5-Difluorophenylacetyl)-L-alanine), NC1C(NC(C2=CC=CC=C12)C=1C=NC=CC1)=O (4-Amino-1-(pyrid-3-yl)-1,2,3,4-tetrahydroisoquinolin-3-one). The product is FC=1C=C(C=C(C1)F)CC(=O)N[C@@H](C)C(=O)NC1C(N(CC2=CC=CC=C12)CCC1=CC=CC=C1)=O (4-(N′-(3,5-Difluorophenylacetyl)-L-alaninyl)amino-2-phenethyl-1,2,3,4-tetrahydroisoquinolin-3-one). Reaction SMILES: [F:1][C:2]1[CH:3]=[C:4]([CH2:9][C:10]([NH:12][C@H:13]([C:15]([OH:17])=O)[CH3:14])=[O:11])[CH:5]=[C:6]([F:8])[CH:7]=1.[NH2:18][CH:19]1[C:28]2[C:23](=[CH:24][CH:25]=[CH:26][CH:27]=2)[CH:22](C2C=NC=CC=2)[NH:21][C:20]1=[O:35]>>[F:8][C:6]1[CH:5]=[C:4]([CH2:9][C:10]([NH:12][C@H:13]([C:15]([NH:18][CH:19]2[C:28]3[C:23](=[CH:24][CH:25]=[CH:26][CH:27]=3)[CH2:22][N:21]([CH2:10][CH2:9][C:4]3[CH:5]=[CH:6][CH:7]=[CH:2][CH:3]=3)[C:20]2=[O:35])=[O:17])[CH3:14])=[O:11])[CH:3]=[C:2]([F:1])[CH:7]=1. Procedure details: Following General Procedure D above using N-(3,5-difluorophenylacetyl)-L-alanine (Example B) and 4-amino-2-phenethyl-1,2,3,4-tetrahydroisoquinoline-3-one (General Procedure 5-D), the title compound was prepared as a solid having a melting point of 75-76° C. C28H27N3O3F2 (MW=491); mass spectroscopy: 491.2. Starting materials: C(C)OC1=CC2=C(NC(N2C2=NC=CC=C2)=O)C=C1 (5- ethoxy-1,3-dihydro-3-(pyrid-2-yl)-2H-benzimidazol-2-one), COC1=C(C=CC(=C1)[N+](=O)[O-])S(=O)(=O)Cl (2-methoxy-4-nitrobenzenesulfonyl chloride). The product is C(C)OC1=CC2=C(N(C(N2C2=NC=CC=C2)=O)S(=O)(=O)C2=C(C=C(C=C2)[N+](=O)[O-])OC)C=C1 (5-Ethoxy-1,3-dihydro-1-(2-methoxy-4-nitrobenzenesulfonyl)-3-(pyrid-2-yl)-2H-benzimidazol-2-one). Yield: 65.1%. RXN SMILES: [CH2:1]([O:3][C:4]1[CH:19]=[CH:18][C:7]2[NH:8][C:9](=[O:17])[N:10]([C:11]3[CH:16]=[CH:15][CH:14]=[CH:13][N:12]=3)[C:6]=2[CH:5]=1)[CH3:2].[CH3:20][O:21][C:22]1[CH:27]=[C:26]([N+:28]([O-:30])=[O:29])[CH:25]=[CH:24][C:23]=1[S:31](Cl)(=[O:33])=[O:32]>>[CH2:1]([O:3][C:4]1[CH:19]=[CH:18][C:7]2[N:8]([S:31]([C:23]3[CH:24]=[CH:25][C:26]([N+:28]([O-:30])=[O:29])=[CH:27][C:22]=3[O:21][CH3:20])(=[O:32])=[O:33])[C:9](=[O:17])[N:10]([C:11]3[CH:16]=[CH:15][CH:14]=[CH:13][N:12]=3)[C:6]=2[CH:5]=1)[CH3:2]. Procedure details: This compound is prepared by the procedure described in EXAMPLE 37 step A) starting from 1 g of 5- ethoxy-1,3-dihydro-3-(pyrid-2-yl)-2H-benzimidazol-2-one and 1.2 g of 2-methoxy-4-nitrobenzenesulfonyl chloride. 1.2 g of the expected product are obtained after crystallization from iso ether. M.p.=175° C.